Dataset: the Open Reaction Database (ORD), a public repository of structured organic reaction records. Task: describe an organic reaction: reactants, conditions, products, and yield Reactants: C1=CN(C=N1)C(=O)N2C=CN=C2 (CDI), C(C)(C)(C)OC(=O)NCCOC(C(=O)O)CC1=CC=C(C=C1)Cl (2-(2-tert-butoxycarbonylamino-ethoxy)-3-(4-chlorophenyl)-propionic acid), CO3, C1=CC=C2C(=C1)N=NN2O.O (HOBt monohydrate), Cl.Cl.N1(CCNCC1)C1=NC=NC2=CC=CC=C12 (4-piperazin-1-yl-quinazoline dihydrochloride), C(C)OC(COCC(C(=O)OC(C)(C)C)N)=O ((2-Boc-amino-ethoxy)-acetic acid ethyl ester), ClC1=CC=C(CBr)C=C1 (4-chlorobenzylbromide). The reagents and catalysts are C1CCOC1 (THF). Run in C(Cl)(Cl)Cl (chloroform). Run at time 8 hour. Yields the product C(=O)(OC(C)(C)C)C(COC(C(=O)N1CCN(CC1)C1=NC=NC2=CC=CC=C12)CC1=CC=C(C=C1)Cl)N (2-(2-Boc-amino-ethoxy)-3-(4-chlorophenyl)-1-(4-quinazolin-4-yl-piperazin-1-yl)-propan-1-one). As a reaction SMILES: C1N=CN(C(N2C=NC=C2)=O)C=1.C1C=C2N=NN(O)C2=CC=1.O.Cl.Cl.[N:26]1([C:32]2[C:41]3[C:36](=[CH:37][CH:38]=[CH:39][CH:40]=3)[N:35]=[CH:34][N:33]=2)[CH2:31][CH2:30][NH:29][CH2:28][CH2:27]1.C(OC([NH:49][CH2:50][CH2:51][O:52][CH:53]([CH2:57][C:58]1[CH:63]=[CH:62][C:61]([Cl:64])=[CH:60][CH:59]=1)[C:54]([OH:56])=O)=O)(C)(C)C.C(OC(=O)COCC(N)[C:73]([O:75][C:76]([CH3:79])([CH3:78])[CH3:77])=[O:74])C.ClC1C=CC(CBr)=CC=1>C(Cl)(Cl)Cl.C1COCC1>[C:73]([CH:50]([NH2:49])[CH2:51][O:52][CH:53]([CH2:57][C:58]1[CH:59]=[CH:60][C:61]([Cl:64])=[CH:62][CH:63]=1)[C:54]([N:29]1[CH2:30][CH2:31][N:26]([C:32]2[C:41]3[C:36](=[CH:37][CH:38]=[CH:39][CH:40]=3)[N:35]=[CH:34][N:33]=2)[CH2:27][CH2:28]1)=[O:56])([O:75][C:76]([CH3:79])([CH3:78])[CH3:77])=[O:74] |f:1.2,3.4.5|. Reported procedure: The PS-CDI (175 mg, 0.181 mmol), HOBt monohydrate (214 mg, 0.140 mmol), 4-piperazin-1-yl-quinazoline dihydrochloride (52 mg, 0.181 mmol), and 2-(2-tert-butoxycarbonylamino-ethoxy)-3-(4-chlorophenyl)-propionic acid (48 mg, 0.140 mmol; prepared by alkylation of (2-Boc-amino-ethoxy)-acetic acid ethyl ester with 4-chlorobenzylbromide according to procedures described in the literature: Nizal S. Chandrakumar et al. J. Med. Chem. 1992, 35, 2928-2938) were suspended/dissolved in 2.5 mL of chloroform (p... Reactants: Cc1c(CN(C)C(=O)C=Cc2cnc3c(c2)CCC(=O)N3)oc2ccccc12, CC(=O)O, O=C(O)C(F)(F)F. Yields the product Cc1c(CN(C)C(=O)C=Cc2cnc3c(c2)CCC(=O)N3)oc2ccccc12, O=C(O)C(F)(F)F. RXN SMILES: [CH3:1][N:2]([C:3]([CH:4]=[CH:5][c:6]1[cH:7][n:8][c:9]2[c:14]([cH:15]1)[CH2:13][CH2:12][C:11](=[O:16])[NH:10]2)=[O:17])[CH2:18][c:19]1[o:20][c:21]2[c:22]([c:23]1[CH3:24])[cH:25][cH:26][cH:27][cH:28]2.[CH3:36][C:37](=[O:38])[OH:39].[OH:29][C:30](=[O:31])[C:32]([F:33])([F:34])[F:35]>>[CH3:1][N:2]([C:3]([CH:4]=[CH:5][c:6]1[cH:7][n:8][c:9]2[c:14]([cH:15]1)[CH2:13][CH2:12][C:11](=[O:16])[NH:10]2)=[O:17])[CH2:18][c:19]1[o:20][c:21]2[c:22]([c:23]1[CH3:24])[cH:25][cH:26][cH:27][cH:28]2.[O:29]=[C:30]([OH:31])[C:32]([F:33])([F:34])[F:35]. Yields the product BrC=1C=CC(=NC1)OCC1CC(N(C1)C)=O (5-Bromo-2-{(1-methylpyrrolidine-2-on-4-yl)methoxy}pyridine). The reactants are BrC1=NC=C(C=C1)Br (2,5-dibromopyridine), OCC1CC(N(C1)C)=O (4-hydroxymethyl-1-methylpyrrolidine-2-one), ( b ). Reported procedure: Prepared from 2,5-dibromopyridine and 4-hydroxymethyl-1-methylpyrrolidine-2-one by the method of Example 10 (b). RXN SMILES: Br[C:2]1[CH:7]=[CH:6][C:5]([Br:8])=[CH:4][N:3]=1.[OH:9][CH2:10][CH:11]1[CH2:15][N:14]([CH3:16])[C:13](=[O:17])[CH2:12]1>>[Br:8][C:5]1[CH:6]=[CH:7][C:2]([O:9][CH2:10][CH:11]2[CH2:15][N:14]([CH3:16])[C:13](=[O:17])[CH2:12]2)=[N:3][CH:4]=1. Starting materials: OC1=CC=C(C=C1)C1=CN(C=2N=CN=C(C21)N[C@@H](C)C2=NN1C(C(N2C2=CC=CC=C2)=O)=C(C=C1)C)COCC[Si](C)(C)C ((S)-2-(1-((5-(4-Hydroxyphenyl)-7-((2-(trimethylsilyl)ethoxy)methyl)-7H-pyrrolo[2,3-d]pyrimidin-4-yl)amino)ethyl)-5-methyl-3-phenylpyrrolo[2,1-f][1,2,4]triazin-4(3H)-one), FC(C(=O)O)(F)F (trifluoroacetic acid), N (ammonia). Product: OC1=CC=C(C=C1)C1=CNC=2N=CN=C(C21)N[C@@H](C)C2=NN1C(C(N2C2=CC=CC=C2)=O)=C(C=C1)C ((S)-2-(1-((5-(4-Hydroxyphenyl)-7H-pyrrolo[2,3-d]pyrimidin-4-yl)amino)ethyl)-5-methyl-3-phenylpyrrolo[2,1-f][1,2,4]triazin-4(3H)-one). Yield: 68.1%. As a reaction SMILES: [OH:1][C:2]1[CH:7]=[CH:6][C:5]([C:8]2[C:16]3[C:15]([NH:17][C@H:18]([C:20]4[N:25]([C:26]5[CH:31]=[CH:30][CH:29]=[CH:28][CH:27]=5)[C:24](=[O:32])[C:23]5=[C:33]([CH3:36])[CH:34]=[CH:35][N:22]5[N:21]=4)[CH3:19])=[N:14][CH:13]=[N:12][C:11]=3[N:10](COCC[Si](C)(C)C)[CH:9]=2)=[CH:4][CH:3]=1.FC(F)(F)C(O)=O.N>>[OH:1][C:2]1[CH:7]=[CH:6][C:5]([C:8]2[C:16]3[C:15]([NH:17][C@H:18]([C:20]4[N:25]([C:26]5[CH:31]=[CH:30][CH:29]=[CH:28][CH:27]=5)[C:24](=[O:32])[C:23]5=[C:33]([CH3:36])[CH:34]=[CH:35][N:22]5[N:21]=4)[CH3:19])=[N:14][CH:13]=[N:12][C:11]=3[NH:10][CH:9]=2)=[CH:4][CH:3]=1. Reported procedure: (S)-2-(1-((5-(4-Hydroxyphenyl)-7-((2-(trimethylsilyl)ethoxy)methyl)-7H-pyrrolo[2,3-d]pyrimidin-4-yl)amino)ethyl)-5-methyl-3-phenylpyrrolo[2,1-f][1,2,4]triazin-4(3H)-one (48 mg, 0.08 mmol) was treated with trifluoroacetic acid (960 μl, 12.46 mmol) and a solution of ammonia (7N in methanol, 960 μl, 6.72 mmol) according to the method described in Example 27 to give 26 mg (69% yield) of the title compound. Purity 95%. Starting materials: C(C)(C)OC(N(CCCNC(C(F)(F)F)=O)C)=O (methyl-[3-(2,2,2-trifluoro-acetylamino)-propyl]-carbamic acid isopropyl ester), C([O-])([O-])=O.[K+].[K+] (potassium carbonate). The solvent is CO.O (methanol water). Conditions: time 17 hour. The product is C(C)(C)OC(N(C)CCCN)=O ((3-Amino-propyl)-methyl-carbamic acid isopropyl ester). Isolated yield 109.1%. As a reaction SMILES: [CH:1]([O:4][C:5](=[O:18])[N:6]([CH3:17])[CH2:7][CH2:8][CH2:9][NH:10]C(=O)C(F)(F)F)([CH3:3])[CH3:2].C(=O)([O-])[O-].[K+].[K+]>CO.O>[CH:1]([O:4][C:5](=[O:18])[N:6]([CH2:7][CH2:8][CH2:9][NH2:10])[CH3:17])([CH3:3])[CH3:2] |f:1.2.3,4.5|. Reported procedure: A suspension of methyl-[3-(2,2,2-trifluoro-acetylamino)-propyl]-carbamic acid isopropyl ester (9.0 g, 33.15 mmol), and potassium carbonate [584-08-7] in 50% (v/v) methanol/water (200 mL) was stirred at ambient temperature, under N2 blanket for 17 h, filtered, and the filtrate evaporated to reduce its volume. The resultant aqueous product solution was place in a continuous extractor and extracted with ethyl acetate to 2d. The ethyl acetate extract was dried (CaSO4) and evaporated to afford 6.3 g ... As a reaction SMILES: [CH3:1][CH:2]([C:3](=[O:4])[OH:5])[CH3:6].[OH:7][N:8]1[C:9](=[O:14])[CH2:10][CH2:11][C:12]1=[O:13]>>[CH3:1][CH:2]([C:3]([O:4][N:8]1[C:9](=[O:14])[CH2:10][CH2:11][C:12]1=[O:13])=[O:5])[CH3:6]. Starting materials: CC(C)C(=O)O, O=C1CCC(=O)N1O. Product: CC(C)C(=O)ON1C(=O)CCC1=O. Reactants: dialkylsulfate, ClS(=O)(=O)C1=CC=2C3=C(C(NC2C=C1)=O)NC=C3C(=O)O (8-chlorosulfonyl-4-oxo-4,5-dihydro-3H-pyrrolo[2,3-c]quinoline-1-carboxylic acid), C(C)(C)(C)OC(=O)N1[C@@H](CCC1)CNC1CC1 ((S)-1-tert-butoxycarbonyl-2-cyclopropylaminomethyl-pyrrolidine), C(CC)OS(=O)(=O)OCCC (di-n-propylsulfate). Yields the product C(C)(C)(C)OC(=O)N1[C@@H](CCC1)CN(S(=O)(=O)C1=CC=2C3=C(C(NC2C=C1)=O)NC=C3)C3CC3.C(CC)C(=O)[O-] ((S)-8-[(1-tert-butoxycarbony-pyrrolidin-2-ylmethyl)-cyclopropyl-sulfamoyl]-4-oxo-4,5-dihydro-3H-pyrrolo[2,3-c]quinoline 1-propyl carboxylate). RXN SMILES: Cl[S:2]([C:5]1[CH:14]=[CH:13][C:12]2[NH:11][C:10](=[O:15])[C:9]3[NH:16][CH:17]=[C:18]([C:19]([OH:21])=[O:20])[C:8]=3[C:7]=2[CH:6]=1)(=[O:4])=[O:3].[C:22]([O:26][C:27]([N:29]1[CH2:33][CH2:32][CH2:31][C@H:30]1[CH2:34][NH:35][CH:36]1[CH2:38][CH2:37]1)=[O:28])([CH3:25])([CH3:24])[CH3:23].C(OS(OCCC)(=O)=O)CC>>[C:22]([O:26][C:27]([N:29]1[CH2:33][CH2:32][CH2:31][C@H:30]1[CH2:34][N:35]([CH:36]1[CH2:37][CH2:38]1)[S:2]([C:5]1[CH:14]=[CH:13][C:12]2[NH:11][C:10](=[O:15])[C:9]3[NH:16][CH:17]=[CH:18][C:8]=3[C:7]=2[CH:6]=1)(=[O:3])=[O:4])=[O:28])([CH3:25])([CH3:23])[CH3:24].[CH2:18]([C:19]([O-:21])=[O:20])[CH2:8][CH3:7] |f:3.4|. Reported procedure: (S)-8-[(1-tert-butoxycarbony-pyrrolidin-2-ylmethyl)-cyclopropyl-sulfamoyl]-4-oxo-4,5-dihydro-3H-pyrrolo[2,3-c]quinoline-1-propyl carboxylate is prepared according to synthesis 111, from 326 mg (1 mmol) of 8-chlorosulfonyl-4-oxo-4,5-dihydro-3H-pyrrolo[2,3-c]quinoline-1-carboxylic acid and 288 mg (1.2 mmol) of (S)-1-tert-butoxycarbonyl-2-cyclopropylaminomethyl-pyrrolidine to give, after esterification according to general method C (using di-n-propylsulfate as the dialkylsulfate) and purification b...